From a dataset of the Open Reaction Database (ORD), a public repository of structured organic reaction records. describe an organic reaction: reactants, conditions, products, and yield Starting materials: BrC=1C=C(C=NC1)CC(=O)O ((5-bromo-pyridin-3-yl)-acetic acid), CN (methylamine), CCO (EtOH). The product is BrC=1C=C(C=NC1)CC(=O)NC (2-(5-Bromo-pyridin-3-yl)-N-methyl-acetamide). RXN SMILES: [Br:1][C:2]1[CH:3]=[C:4]([CH2:8][C:9]([OH:11])=O)[CH:5]=[N:6][CH:7]=1.[CH3:12][NH2:13].CCO>>[Br:1][C:2]1[CH:3]=[C:4]([CH2:8][C:9]([NH:13][CH3:12])=[O:11])[CH:5]=[N:6][CH:7]=1. Procedure details: The title compound was synthesized in a similar manner as described for Example 103 using (5-bromo-pyridin-3-yl)-acetic acid (ABCR, Karlsruhe, Germany, 1.815 mmol) and 8 M methylamine in EtOH (Aldrich, Buchs, Switzerland, 7.26 mmol) to give the title compound as an off-white solid. (HPLC: tR 1.74 min (Method A); M+H=229, 231 MS-ES)